From a dataset of the Open Reaction Database (ORD), a public repository of structured organic reaction records. describe an organic reaction: reactants, conditions, products, and yield The product is CC1(C23CC4CC2CC(CO)(C4)C3)OCCO1. As a reaction SMILES: [Al+3:21].[CH2:26]1[O:27][CH2:28][CH2:29][CH2:30]1.[CH3:1][C:2]1([C:7]23[CH2:8][C:9]4([C:16](=[O:17])[O:18][CH3:19])[CH2:10][CH:11]2[CH2:12][CH:13]([CH2:14]3)[CH2:15]4)[O:3][CH2:4][CH2:5][O:6]1.[H-:20].[H-:23].[H-:24].[H-:25].[Li+:22]>>[CH3:1][C:2]1([C:7]23[CH2:8][C:9]4([CH2:16][OH:17])[CH2:10][CH:11]2[CH2:12][CH:13]([CH2:14]3)[CH2:15]4)[O:3][CH2:4][CH2:5][O:6]1. Starting materials: [Al+3], C1CCOC1, COC(=O)C12CC3CC(C1)C(C1(C)OCCO1)(C3)C2, [H-], [H-], [H-], [H-], [Li+].